This data is from the Open Reaction Database (ORD), a public repository of structured organic reaction records. The task is: describe an organic reaction: reactants, conditions, products, and yield The reactants are compounds 132.1, Cl (hydrogen chloride), C(C)C1(CCC(CC1)OC1=NC=NC=2SC=3CC[C@@H](C3C12)C[C@@H](C=C)O)NC(OC(C)(C)C)=O (tert-butyl N-(1-ethyl-4-[[(3R)-3-[(2S)-2-hydroxybut-3-en-1-yl]-7-thia-9,11-diazatricyclo[6.4.0.0[2,6]]dodeca-1(8),2(6),9,11-tetraen-12-yl]oxy]cyclohexyl)carbamate). Run in ClCCl (dichloromethane). Reaction conditions: temperature 0 celsius, time 1 hour. The product is NC1(CCC(CC1)OC1=NC=NC=2SC=3CC[C@@H](C3C12)C[C@@H](C=C)O)CC ((2S)-1-[(3R)-12-[(4-amino-4-ethylcyclohexyl)oxy]-7-thia-9,11-diazatricyclo[6.4.0.0[2,6]]dodeca-1(8),2(6),9,11-tetraen-3-yl]but-3-en-2-ol). Reaction SMILES: [CH2:1]([C:3]1([NH:27]C(=O)OC(C)(C)C)[CH2:8][CH2:7][CH:6]([O:9][C:10]2[C:21]3[C:20]4[C@@H:19]([CH2:22][C@H:23]([OH:26])[CH:24]=[CH2:25])[CH2:18][CH2:17][C:16]=4[S:15][C:14]=3[N:13]=[CH:12][N:11]=2)[CH2:5][CH2:4]1)[CH3:2].Cl>ClCCl>[NH2:27][C:3]1([CH2:1][CH3:2])[CH2:8][CH2:7][CH:6]([O:9][C:10]2[C:21]3[C:20]4[C@@H:19]([CH2:22][C@H:23]([OH:26])[CH:24]=[CH2:25])[CH2:18][CH2:17][C:16]=4[S:15][C:14]=3[N:13]=[CH:12][N:11]=2)[CH2:5][CH2:4]1. Procedure details: A 50-mL round-bottom flask was charged with a solution of tert-butyl N-(1-ethyl-4-[[(3R)-3-[(2S)-2-hydroxybut-3-en-1-yl]-7-thia-9,11-diazatricyclo[6.4.0.0[2,6]]dodeca-1(8),2(6),9,11-tetraen-12-yl]oxy]cyclohexyl)carbamate (35 mg, 0.07 mmol, 1.00 equiv; prepared in a manner analogous to compounds 132.1 and 132.2 in Example 132) and hydrogen chloride (conc.) (0.2 mL) in dichloromethane (10 mL). After stirring for 1 h at 0° C. in an water/ice bath, the reaction was then quenched by the addition of 2...